Dataset: the Open Reaction Database (ORD), a public repository of structured organic reaction records. Task: describe an organic reaction: reactants, conditions, products, and yield The reactants are CC(C(C)(C)O1)(C)OB1C2=CC=C(NC3=NC4=C(C=CC=C4)S3)C=C2, ClC1=CC2=C(C=CN2)C=C1. Reagents/catalysts: CC(C)(C)C1=CC=C(C=C1)C2=CC=C(C=C2)C(C)(C)C, [O-]P(=O)([O-])[O-].[K+].[K+].[K+], CC(C1=CC(C(C)C)=C(C2=CC=CC=C2P(C3CCCCC3)C4CCCCC4)C(C(C)C)=C1)C.NC5=CC=CC=C5C6=CC=CC=[C-]6.Cl[Pd+]. Run in C1CCOC1, O (water), C1CCOC1. Conditions: temperature 25 celsius, time 24 hour. Yields the product C12=C(NC=C2)C=C(C3=CC=C(C=C3)NC4=NC5=C(S4)C=CC=C5)C=C1. Yield: 51.0%. The reactants are O=C(O)c1ccc(O)c(O)c1, CCOC(C)=O, [N-]=[N+]=C(c1ccccc1)c1ccccc1. The product is O=C(OC(c1ccccc1)c1ccccc1)c1ccc(O)c(O)c1. Reaction SMILES: [C:1]([c:2]1[cH:3][c:4]([OH:5])[c:6]([OH:7])[cH:8][cH:9]1)(=[O:10])[OH:11].[CH3:27][CH2:28][O:29][C:30](=[O:31])[CH3:32].[c:12]1([C:18](=[N+:19]=[N-:20])[c:21]2[cH:22][cH:23][cH:24][cH:25][cH:26]2)[cH:13][cH:14][cH:15][cH:16][cH:17]1>>[C:1]([c:2]1[cH:3][c:4]([OH:5])[c:6]([OH:7])[cH:8][cH:9]1)(=[O:10])[O:11][CH:18]([c:12]1[cH:13][cH:14][cH:15][cH:16][cH:17]1)[c:21]1[cH:22][cH:23][cH:24][cH:25][cH:26]1. Starting materials: CC(C)(C)OC(=O)NCCCCBr, CNCCNC(=O)c1nc(Cl)c(N)nc1N, [Na+], [Na+], O=C([O-])[O-], CN(C)C=O. Product: CN(CCCCNC(=O)OC(C)(C)C)CCNC(=O)c1nc(Cl)c(N)nc1N. As a reaction SMILES: [C:17](=[O:18])([O:19][C:20]([CH3:21])([CH3:22])[CH3:23])[NH:24][CH2:25][CH2:26][CH2:27][CH2:28][Br:29].[CH3:1][NH:2][CH2:3][CH2:4][NH:5][C:6](=[O:7])[c:8]1[n:9][c:10]([Cl:16])[c:11]([NH2:15])[n:12][c:13]1[NH2:14].[Na+:30].[Na+:31].[O-:32][C:33](=[O:34])[O-:35].[O:36]=[CH:37][N:38]([CH3:39])[CH3:40]>>[CH3:1][N:2]([CH2:3][CH2:4][NH:5][C:6](=[O:7])[c:8]1[n:9][c:10]([Cl:16])[c:11]([NH2:15])[n:12][c:13]1[NH2:14])[CH2:28][CH2:27][CH2:26][CH2:25][NH:24][C:17](=[O:18])[O:19][C:20]([CH3:21])([CH3:22])[CH3:23]. Reaction SMILES: [Br:1][c:2]1[cH:3][cH:4][c:5]([CH2:8][Br:9])[n:6][cH:7]1.[C-:10]#[N:11].[CH3:13][CH2:14][OH:15].[K+:12].[OH2:16]>>[Br:1][c:2]1[cH:3][cH:4][c:5]([CH2:8][C:10]#[N:11])[n:6][cH:7]1. The product is N#CCc1ccc(Br)cn1. Starting materials: BrCc1ccc(Br)cn1, [C-]#N, CCO, [K+], O. The solvent is C1CCOC1 (THF), CCOC(=O)C (EtOAc). Yield: 52.6%. Yields the product EtOAc hexanes, ClC1=CC=C(C=C1)S(=O)(=O)N([C@@H](CCCOC(C1=CC=CC=C1)(C1=CC=CC=C1)C1=CC=CC=C1)C)C1=C(C=CC(=C1)Cl)Cl (4-Chloro-N-(2,5-dichloro-phenyl)-N-(1R)-(1-methyl-4-trityloxybutyl)benzenesulfonamide). Conditions: time 18 hour. The reactants are ClC1=C(C=C(C=C1)Cl)NS(=O)(=O)C1=CC=C(C=C1)Cl (N-(2,5-dichlorophenyl)-4-chlorobenzenesulfonamide), C(C1=CC=CC=C1)(C1=CC=CC=C1)(C1=CC=CC=C1)OCC[C@H](C)O ((S) -4-trityloxy-butan-2-ol), C1(=CC=CC=C1)P(C1=CC=CC=C1)C1=CC=CC=C1 (triphenylphosphine), N(=NC(=O)OCC)C(=O)OCC (diethyl azodicarboxylate). Procedure details: To N-(2,5-dichlorophenyl)-4-chlorobenzenesulfonamide (5.0 g, 15 mmol), (S) -4-trityloxy-butan-2-ol (7.7 g, 22 mmol), and triphenylphosphine (5.8 g, 22 mmol) in THF (200 mL) at 0° C. was added diethyl azodicarboxylate (3.8 g, 22 mmol). The reaction was allowed to warm to ambient temperature with stirring 18 h The reaction was then diluted with EtOAc and washed with H2O, 1N HCl, and brine. The organic phase was dried over MgSO4, filtered, and concentrated in vacuo. Silica gel chromatography (15% E... RXN SMILES: [Cl:1][C:2]1[CH:7]=[CH:6][C:5]([Cl:8])=[CH:4][C:3]=1[NH:9][S:10]([C:13]1[CH:18]=[CH:17][C:16]([Cl:19])=[CH:15][CH:14]=1)(=[O:12])=[O:11].[C:20]([O:39][CH2:40][CH2:41][C@@H:42](O)[CH3:43])([C:33]1[CH:38]=[CH:37][CH:36]=[CH:35][CH:34]=1)([C:27]1[CH:32]=[CH:31][CH:30]=[CH:29][CH:28]=1)[C:21]1[CH:26]=[CH:25][CH:24]=[CH:23][CH:22]=1.[C:45]1(P(C2C=CC=CC=2)C2C=CC=CC=2)C=CC=CC=1.N(C(OCC)=O)=NC(OCC)=O>C1COCC1.CCOC(C)=O>[Cl:19][C:16]1[CH:17]=[CH:18][C:13]([S:10]([N:9]([C:3]2[CH:4]=[C:5]([Cl:8])[CH:6]=[CH:7][C:2]=2[Cl:1])[C@H:43]([CH3:45])[CH2:42][CH2:41][CH2:40][O:39][C:20]([C:21]2[CH:22]=[CH:23][CH:24]=[CH:25][CH:26]=2)([C:27]2[CH:28]=[CH:29][CH:30]=[CH:31][CH:32]=2)[C:33]2[CH:38]=[CH:37][CH:36]=[CH:35][CH:34]=2)(=[O:12])=[O:11])=[CH:14][CH:15]=1.